Dataset: the Open Reaction Database (ORD), a public repository of structured organic reaction records. Task: describe an organic reaction: reactants, conditions, products, and yield The reactants are [Br-].[Na+] (Sodium bromide), CN(C)C=O (DMF), S(=O)(=O)([O-])C1=CC=C(C)C=C1 (tosylate). The solvent is O (water). Reaction conditions: time 8 hour. Product: BrCCC(CCCCCCCCC)C (1-bromo-3-methyldodecane). Reaction SMILES: [Br-:1].[Na+].CN(C=O)C.S([C:12]1[CH:18]=[CH:17][C:15]([CH3:16])=[CH:14][CH:13]=1)([O-])(=O)=O>O>[Br:1][CH2:13][CH2:14][CH:15]([CH3:16])[CH2:17][CH2:18][CH2:12][CH2:17][CH2:18][CH2:12][CH2:13][CH2:14][CH3:15] |f:0.1|. Procedure details: Pyridine (20 ml) was added to a methylene chloride (50 ml) solution of the 3-methyldodecan-1-ol (4″) (12.8 g, 63.9 mols), and p-toluenesulfonyl chloride (12.8 g, 67.1 mmols) was further added under ice-cooling. The reaction mixture was stirred overnight at 4° C., then poured into diluted hydrochloric acid, and extracted with hexane. The organic layer was washed (water, a saturated aqueous solution of sodium bicarbonate, a saturated aqueous solution of sodium chloride), dried (magnesium sulfate),... As a reaction SMILES: [CH3:1][O:2][C:3]1[CH:8]=[CH:7][CH:6]=[C:5]([O:9][CH3:10])[CH:4]=1.[C:11](Cl)(=[O:20])[C:12]1[CH:17]=[CH:16][C:15]([O:18][CH3:19])=[CH:14][CH:13]=1.[Cl-].[Al+3].[Cl-].[Cl-].Cl>C(Cl)Cl>[CH3:1][O:2][C:3]1[CH:4]=[C:5]([O:9][CH3:10])[CH:6]=[CH:7][C:8]=1[C:11]([C:12]1[CH:17]=[CH:16][C:15]([O:18][CH3:19])=[CH:14][CH:13]=1)=[O:20] |f:2.3.4.5|. Reported procedure: 1,3-Dimethoxybenzene (13.8 grams, 0.1 mole) and p-anisoyl chloride (17 grams, 0.1 mole) were dissolved in 200 milliliters of methylene chloride and stirred at room temperature. Anhydrous aluminum chloride (15 grams) was added slowly to the reaction mixture over a period of 15 minutes with stirring. After stirring an additional 15 minutes, the contents of the flask were carefully poured into 200 milliliters of a mixture of ice and dilute hydrochloric acid. The organic fraction was separated and w... Solvent: C(Cl)Cl (methylene chloride). Starting materials: COC1=CC(=CC=C1)OC (1,3-Dimethoxybenzene), C(C1=CC=C(C=C1)OC)(=O)Cl (p-anisoyl chloride), [Cl-].[Al+3].[Cl-].[Cl-] (aluminum chloride), mixture, Cl (hydrochloric acid). Yields the product COC1=C(C(=O)C2=CC=C(C=C2)OC)C=CC(=C1)OC (2,4,4'-trimethoxybenzophenone). The reactants are C([O-])(O)=O.[Na+] (sodium bicarbonate), C(C)(=O)C=1N=C(OC1C)C1=CC=CC=C1 (4-acetyl-5-methyl-2-phenyloxazole), BrBr (bromine). Solvent: C(Cl)(Cl)Cl (chloroform), C(Cl)(Cl)Cl (chloroform). Conditions: temperature 55 celsius. Product: BrCC(=O)C=1N=C(OC1C)C1=CC=CC=C1 (4-bromoacetyl-5-methyl-2-phenyloxazole). Isolated yield 86.8%. As a reaction SMILES: [C:1]([C:4]1[N:5]=[C:6]([C:10]2[CH:15]=[CH:14][CH:13]=[CH:12][CH:11]=2)[O:7][C:8]=1[CH3:9])(=[O:3])[CH3:2].[Br:16]Br.C(=O)(O)[O-].[Na+]>C(Cl)(Cl)Cl>[Br:16][CH2:2][C:1]([C:4]1[N:5]=[C:6]([C:10]2[CH:15]=[CH:14][CH:13]=[CH:12][CH:11]=2)[O:7][C:8]=1[CH3:9])=[O:3] |f:2.3|. Procedure: To a stirred solution of 4-acetyl-5-methyl-2-phenyloxazole (12.0 g) in chloroform (100 ml) was added at 50° C. a solution of bromine (10.5 g) in chloroform (10 ml). The mixture was further heated at 55° C. for 30 minutes and poured into saturated aqueous sodium bicarbonate solution (500 ml). The chloroform layer was separated and the aqueous layer was extracted with chloroform. The conbined chloroform layer was washed with water and dried (MgSO4). Evaporation of the solvent gave 4-bromoacetyl-5-... Starting materials: [Br-].[Na+] (sodium bromide), C(C)(=O)O (acetic acid), C1(=CC=CC=C1)C (toluene), OO (Hydrogen peroxide), C1(=CC=CC=C1)C (toluene). The reagents and catalysts are O.O.O.O.C(C)(=O)[O-].[Co+2].C(C)(=O)[O-] (Cobalt (II) acetate tetrahydrate). Conditions: temperature 80 celsius, time 2 hour. Yields the product C(C1=CC=CC=C1)=O (benzaldehyde), C(C1=CC=CC=C1)(=O)O (benzoic acid). Yield: 55.6%. RXN SMILES: [Br-].[Na+].[C:3]([OH:6])(=[O:5])[CH3:4].OO.[C:9]1(C)[CH:14]=[CH:13]C=[CH:11][CH:10]=1>O.O.O.O.C([O-])(=O)C.[Co+2].C([O-])(=O)C>[CH:3](=[O:6])[C:4]1[CH:13]=[CH:14][CH:9]=[CH:10][CH:11]=1.[C:3]([OH:6])(=[O:5])[C:4]1[CH:13]=[CH:14][CH:9]=[CH:10][CH:11]=1 |f:0.1,5.6.7.8.9.10.11|. Procedure: Cobalt (II) acetate tetrahydrate (lg, 0.004 moles), sodium bromide (lg, 0.01 moles), toluene (0.054 moles) and acetic acid (55 g) were charged to a vessel fitted with an overhead paddle stirrer, thermometer and condenser and heated to 80° C. Hydrogen peroxide (40%, 0.44 moles) was added dropwise down the condenser over 2 hours, during which time the reaction mixture changed colour from dark blue to pink. The reaction was continued for a further two hours when it was stopped and the reaction mixt... Reactants: C1CCOC1, [Cl-], CSCCC(N)c1nc2cc(Cl)ccc2[nH]1, O=C(O)c1ccc(N2CCOCC2=O)c([N+](=O)[O-])c1. Product: CSCCC(NC(=O)c1ccc(N2CCOCC2=O)c([N+](=O)[O-])c1)c1nc2cc(Cl)ccc2[nH]1. RXN SMILES: [CH2:37]1[O:38][CH2:39][CH2:40][CH2:41]1.[Cl-:17].[Cl:1][c:2]1[cH:3][c:4]2[c:5]([nH:6][c:7]([CH:9]([CH2:10][CH2:11][S:12][CH3:13])[NH2:14])[n:8]2)[cH:15][cH:16]1.[O:18]1[CH2:19][C:20](=[O:36])[N:21]([c:24]2[c:25]([N+:33](=[O:34])[O-:35])[cH:26][c:27]([C:28](=[O:29])[OH:30])[cH:31][cH:32]2)[CH2:22][CH2:23]1>>[Cl:1][c:2]1[cH:3][c:4]2[c:5]([nH:6][c:7]([CH:9]([CH2:10][CH2:11][S:12][CH3:13])[NH:14][C:28]([c:27]3[cH:26][c:25]([N+:33](=[O:34])[O-:35])[c:24]([N:21]4[C:20](=[O:36])[CH2:19][O:18][CH2:23][CH2:22]4)[cH:32][cH:31]3)=[O:29])[n:8]2)[cH:15][cH:16]1.